This data is from the Open Reaction Database (ORD), a public repository of structured organic reaction records. The task is: describe an organic reaction: reactants, conditions, products, and yield The product is BrCC1=CC(=C(C=C1)C(CN1N=CC(=CC1=O)OCC1=NC=C(C=C1)OC)=O)C (2-[2-(4-Bromomethyl-2-methyl-phenyl)-2-oxo-ethyl]-5-(5-methoxy-pyridin-2-ylmethoxy)-2H-pyridazin-3-one). Procedure: 2-[2-(4-Bromomethyl-2-methyl-phenyl)-2-oxo-ethyl]-5-(5-methoxy-pyridin-2-ylmethoxy)-2H-pyridazin-3-one is prepared following preparation 1d employing 2-[2-(4-hydroxymethyl-2-methyl-phenyl)-2-oxo-ethyl]-5-(5-methoxy-pyridin-2-ylmethoxy)-2H-pyridazin-3-one (preparation 9c) instead of preparation 1c. The reaction mixture is stirred overnight. Tert-butyl methyl ether is added and the resulting precipitate is filtered off and dried. Reaction conditions: time 8 hour. Isolated yield 97.0%. As a reaction SMILES: C(OC1C=CN(CC(C2C=CC(C[Br:25])=CC=2C)=O)C(=O)C=1)C1C=CC=CC=1.O[CH2:29][C:30]1[CH:35]=[CH:34][C:33]([C:36](=[O:55])[CH2:37][N:38]2[C:43](=[O:44])[CH:42]=[C:41]([O:45][CH2:46][C:47]3[CH:52]=[CH:51][C:50]([O:53][CH3:54])=[CH:49][N:48]=3)[CH:40]=[N:39]2)=[C:32]([CH3:56])[CH:31]=1.C(OC1C=CN(CC(C2C=CC(CO)=CC=2C)=O)C(=O)C=1)C1C=CC=CC=1>COC(C)(C)C>[Br:25][CH2:29][C:30]1[CH:35]=[CH:34][C:33]([C:36](=[O:55])[CH2:37][N:38]2[C:43](=[O:44])[CH:42]=[C:41]([O:45][CH2:46][C:47]3[CH:52]=[CH:51][C:50]([O:53][CH3:54])=[CH:49][N:48]=3)[CH:40]=[N:39]2)=[C:32]([CH3:56])[CH:31]=1. The reactants are C(C1=CC=CC=C1)OC1=CC(N(C=C1)CC(=O)C1=C(C=C(C=C1)CBr)C)=O (4-Benzyloxy-1-[2-(4-bromomethyl-2-methyl-phenyl)-2-oxo-ethyl]-1H-pyridin-2-one), OCC1=CC(=C(C=C1)C(CN1N=CC(=CC1=O)OCC1=NC=C(C=C1)OC)=O)C (2-[2-(4-Hydroxymethyl-2-methyl-phenyl)-2-oxo-ethyl]-5-(5-methoxy-pyridin-2-ylmethoxy)-2H-pyridazin-3-one), C(C1=CC=CC=C1)OC1=CC(N(C=C1)CC(=O)C1=C(C=C(C=C1)CO)C)=O (4-Benzyloxy-1-[2-(4-hydroxymethyl-2-methyl-phenyl)-2-oxo-ethyl]-1H-pyridin-2-one). The solvent is COC(C)(C)C (Tert-butyl methyl ether). The reactants are BrC1=CN=CC2=CC=CC=C12 (4-bromoisoquinoline), C([O-])([O-])=O.[Cs+].[Cs+] (cesium carbonate), CC1(C2=C(C(=CC=C2)P(C3=CC=CC=C3)C4=CC=CC=C4)OC5=C(C=CC=C51)P(C6=CC=CC=C6)C7=CC=CC=C7)C (Xantphos), NC1=C(C(=O)OC)C=C(C(=N1)N[C@H]1[C@H](CCCC1)NC(=O)OC(C)(C)C)F (methyl 2-amino-6-(cis-2-(tert-butoxycarbonylamino)cyclohexylamino)-5-fluoronicotinate). Reagents/catalysts: C=1C=CC(=CC1)/C=C/C(=O)/C=C/C2=CC=CC=C2.C=1C=CC(=CC1)/C=C/C(=O)/C=C/C2=CC=CC=C2.C=1C=CC(=CC1)/C=C/C(=O)/C=C/C2=CC=CC=C2.[Pd].[Pd] (Pd2(dba)3). Run in C(C)(=O)OCC (ethyl acetate), O (water), O1CCOCC1 (1,4-dioxane). Conditions: temperature 100 celsius, time 3 hour. The product is C(C)(C)(C)OC(=O)N[C@@H]1[C@@H](CCCC1)NC1=NC(=C(C(=O)OC)C=C1F)NC1=CN=CC2=CC=CC=C12 (methyl 6-(cis-2-(tert-butoxycarbonylamino)cyclohexylamino)-5-fluoro-2-(isoquinoline 4-ylamino)nicotinate). Isolated yield 72.2%. Reaction SMILES: Br[C:2]1[C:11]2[C:6](=[CH:7][CH:8]=[CH:9][CH:10]=2)[CH:5]=[N:4][CH:3]=1.C(=O)([O-])[O-].[Cs+].[Cs+].CC1(C)C2C(=C(P(C3C=CC=CC=3)C3C=CC=CC=3)C=CC=2)OC2C(P(C3C=CC=CC=3)C3C=CC=CC=3)=CC=CC1=2.[NH2:60][C:61]1[N:70]=[C:69]([NH:71][C@@H:72]2[CH2:77][CH2:76][CH2:75][CH2:74][C@@H:73]2[NH:78][C:79]([O:81][C:82]([CH3:85])([CH3:84])[CH3:83])=[O:80])[C:68]([F:86])=[CH:67][C:62]=1[C:63]([O:65][CH3:66])=[O:64]>C1C=CC(/C=C/C(/C=C/C2C=CC=CC=2)=O)=CC=1.C1C=CC(/C=C/C(/C=C/C2C=CC=CC=2)=O)=CC=1.C1C=CC(/C=C/C(/C=C/C2C=CC=CC=2)=O)=CC=1.[Pd].[Pd].C(OCC)(=O)C.O.O1CCOCC1>[C:82]([O:81][C:79]([NH:78][C@H:73]1[CH2:74][CH2:75][CH2:76][CH2:77][C@H:72]1[NH:71][C:69]1[C:68]([F:86])=[CH:67][C:62]([C:63]([O:65][CH3:66])=[O:64])=[C:61]([NH:60][C:2]2[C:11]3[C:6](=[CH:7][CH:8]=[CH:9][CH:10]=3)[CH:5]=[N:4][CH:3]=2)[N:70]=1)=[O:80])([CH3:85])([CH3:83])[CH3:84] |f:1.2.3,6.7.8.9.10|. Procedure details: 4-bromoisoquinoline (65 mg), cesium carbonate (170 mg), Pd2(dba)3 (29 mg), and Xantphos (36 mg) were added to a 1,4-dioxane (2.1 ml) solution containing methyl 2-amino-6-(cis-2-(tert-butoxycarbonylamino)cyclohexylamino)-5-fluoronicotinate (80 mg), followed by stirring at 100° C. for 3 hours in a nitrogen atmosphere. The reaction mixture was cooled to room temperature, and water and ethyl acetate were added. Insoluble matter was removed by filtration, and the filter cake was washed with water and... Reactants: O=C(c1ccc(Br)cc1)N1CCCC1CN1CCCC1, CCS(=O)(=O)c1ccc(B(O)O)cc1. RXN SMILES: [Br:1][c:2]1[cH:3][cH:4][c:5]([C:8](=[O:9])[N:10]2[CH:11]([CH2:15][N:16]3[CH2:17][CH2:18][CH2:19][CH2:20]3)[CH2:12][CH2:13][CH2:14]2)[cH:6][cH:7]1.[CH2:21]([CH3:22])[S:23](=[O:24])(=[O:25])[c:26]1[cH:27][cH:28][c:29]([B:32]([OH:33])[OH:34])[cH:30][cH:31]1>>[c:2]1(-[c:29]2[cH:28][cH:27][c:26]([S:23]([CH2:21][CH3:22])(=[O:24])=[O:25])[cH:31][cH:30]2)[cH:3][cH:4][c:5]([C:8](=[O:9])[N:10]2[CH:11]([CH2:15][N:16]3[CH2:17][CH2:18][CH2:19][CH2:20]3)[CH2:12][CH2:13][CH2:14]2)[cH:6][cH:7]1. Yields the product CCS(=O)(=O)c1ccc(-c2ccc(C(=O)N3CCCC3CN3CCCC3)cc2)cc1. The reactants are OC=1C=CC=C2C=CC=NC12 (8-hydroxyquinoline), NC1=C(C=CC=C1)S (2-aminothiophenol), OC=1C=CC=C2C=CC(=NC12)C(=O)O (8-hydroxyquinoline-2-carboxylic acid), O=O (oxygen), P(Cl)(Cl)Cl (phosphorus trichloride). Run in C1(=CC=CC=C1)C (toluene). Reaction conditions: temperature 40 celsius. Yields the product S1C(=NC2=C1C=CC=C2)C2=NC1=C(C=CC=C1C=C2)O (2-(benzo[d]thiazol-2-yl)quinolin-8-ol). Reaction SMILES: OC1C=CC=C2C=1N=CC=C2.[NH2:12][C:13]1[CH:18]=[CH:17][CH:16]=[CH:15][C:14]=1[SH:19].[OH:20][C:21]1[CH:22]=[CH:23][CH:24]=[C:25]2[C:30]=1[N:29]=[C:28]([C:31](O)=O)[CH:27]=[CH:26]2.O=O.P(Cl)(Cl)Cl>C1(C)C=CC=CC=1>[S:19]1[C:14]2[CH:15]=[CH:16][CH:17]=[CH:18][C:13]=2[N:12]=[C:31]1[C:28]1[CH:27]=[CH:26][C:25]2[C:30](=[C:21]([OH:20])[CH:22]=[CH:23][CH:24]=2)[N:29]=1. Procedure: To introduce a benzo[d]thiazol group into an 8-hydroxyquinoline compound, 2-aminothiophenol (123 mg, 1.1 mmol) and 8-hydroxyquinoline-2-carboxylic acid (189 mg, 2 mmol) were dissolved in dry toluene (30 ml) with blown nitrogen to prevent oxidation which is caused by oxygen in air. The solution was heated to 40° C. and phosphorus trichloride (0.1 ml, 1.1 mmol) was slowly added thereto. Then, the reaction solution was heated at 100° C. for 24 hours and allowed to cool. The reaction mixture was ext...